This data is from the Open Reaction Database (ORD), a public repository of structured organic reaction records. The task is: describe an organic reaction: reactants, conditions, products, and yield Starting materials: tetrakistriphenylphosphine palladium, B(OC1=CSC=C1)([O-])[O-] (3-thienyl borate), C([O-])([O-])=O.[K+].[K+] (potassium carbonate), BrC=1C=CC2=C(C=C(CCO2)C(=O)OC)C1 (methyl 7-bromo-2,3-dihydro-1-benzoxepine-4-carboxylate). The solvent is C1(=CC=CC=C1)C.C(C)O.O (toluene ethanol water). Run at time 30 minute. The product is S1C=C(C=C1)C=1C=CC2=C(C=C(CCO2)C(=O)OC)C1 (methyl 7-(3-thienyl)-2,3-dihydro-1-benzoxepine-4-carboxylate). Isolated yield 86.2%. RXN SMILES: Br[C:2]1[CH:3]=[CH:4][C:5]2[O:11][CH2:10][CH2:9][C:8]([C:12]([O:14][CH3:15])=[O:13])=[CH:7][C:6]=2[CH:16]=1.B([O-])([O-])O[C:19]1[CH:23]=[CH:22][S:21][CH:20]=1.C(=O)([O-])[O-].[K+].[K+]>C1(C)C=CC=CC=1.C(O)C.O>[S:21]1[CH:22]=[CH:23][C:19]([C:2]2[CH:3]=[CH:4][C:5]3[O:11][CH2:10][CH2:9][C:8]([C:12]([O:14][CH3:15])=[O:13])=[CH:7][C:6]=3[CH:16]=2)=[CH:20]1 |f:2.3.4,5.6.7|. Procedure details: In toluene/ethanol/water (10/1/1) (12 ml) was dissolved methyl 7-bromo-2,3-dihydro-1-benzoxepine-4-carboxylate (700 mg), and to the mixture were added 3-thienyl borate (422 mg) and potassium carbonate (0.98 g). The mixture was stirred at room temperature for 30 minutes, and to the mixture was added tetrakistriphenylphosphine palladium (136 mg). The mixture was stirred at 100° C. for 13 hours and cooled to room temperature, and the mixture was extracted with ethyl acetate, washed with saturated b... Reactants: P(O)(=O)(OP(=O)(O)OP(=O)(O)O)OC[C@@H]1[C@H]([C@H]([C@@H](O1)N1C=NC=2C(N)=NC=NC12)O)O (adenosine triphosphate), C=C(C(=O)O)OP(=O)(O)O (phosphoenol pyruvate), C(C(=O)C)(=O)[O-] (pyruvate), β-lactam, CC(=O)OCC1=C(N2[C@@H]([C@@H](C2=O)NC(=O)CCC[C@H](C(=O)O)N)SC1)C(=O)O (cephalosporin C), CC(=O)OCC1=C(N2[C@@H]([C@@H](C2=O)NC(=O)CCC[C@H](C(=O)O)N)SC1)C(=O)O (cephalosporin C). The product is CC1([C@@H](N2[C@H](S1)[C@@H](C2=O)NC(=O)CCC[C@@H](C(=O)O)N)C(=O)O)C (Isopenicillin N). RXN SMILES: P(OC[C@H]1O[C@@H](N2C3N=CN=C(N)C=3N=C2)[C@H](O)[C@@H]1O)(OP(OP(O)(O)=O)(O)=O)(=O)O.C=C(OP(O)(O)=O)C(O)=O.C([O-])(=O)C(C)=O.CC(O[CH2:52][C:53]1[CH2:72][S:71][C@@H:56]2[C@H:57]([NH:60][C:61]([CH2:63][CH2:64][CH2:65][C@@H:66]([NH2:70])[C:67]([OH:69])=[O:68])=[O:62])[C:58](=[O:59])[N:55]2[C:54]=1[C:73]([OH:75])=[O:74])=O>>[CH3:52][C:53]1([CH3:72])[S:71][C@@H:56]2[C@H:57]([NH:60][C:61]([CH2:63][CH2:64][CH2:65][C@H:66]([NH2:70])[C:67]([OH:69])=[O:68])=[O:62])[C:58](=[O:59])[N:55]2[C@H:54]1[C:73]([OH:75])=[O:74]. Procedure details: Five μmoles of adenosine triphosphate (ATP), 10 μmoles of phosphoenol pyruvate, and 100 μgrams of pyruvate kinase were incubated for three hours at 25° C. at a pH of 7.2 with 100 μg of "LLD" and 1.0 ml of mutant M-0198 extract produced in accordance with the procedure set forth above. The reaction mixture showed the presence of antibiotic activity equivalent to 2.3 μg/ml using the β-lactam antibiotic, cephalosporin C, as standard i.e. 2.3 units/ml. One unit of antibiotic activity is that which p... Isolated yield 20.1%. The solvent is C1CCOC1 (THF), C1CCOC1 (THF), C1CCOC1 (THF). Run at temperature 0 celsius, time 20 minute. Reactants: [BH4-].[Na+] (sodium borohydride), II (iodine), CO (Methanol), O1CCC2=C1C(=CC=C2)C(=O)N (2,3-dihydrobenzofuran-7-carboxylic acid amide). Procedure details: At 0° C., a solution of 2,3-dihydrobenzofuran-7-carboxylic acid amide (5.2 g, 31 mmol) in THF (100 ml) was added drop wise to a suspension of sodium borohydride in THF. The mixture was stirred for 20 min at 0° C. A solution of iodine (4.1 g, 16 mmol) in THF (100 ml) was added drop wise. After the addition was finished, the reaction mixture was heated for 16 hours to reflux. It was cooled to room temperature. Methanol (260 ml) was added drop wise. The solvent was removed in vacuo. The residue was... RXN SMILES: [O:1]1[C:5]2[C:6]([C:10]([NH2:12])=O)=[CH:7][CH:8]=[CH:9][C:4]=2[CH2:3][CH2:2]1.[BH4-].[Na+].II.CO>C1COCC1>[O:1]1[C:5]2[C:6]([CH2:10][NH2:12])=[CH:7][CH:8]=[CH:9][C:4]=2[CH2:3][CH2:2]1 |f:1.2|. Product: O1CCC2=C1C(=CC=C2)CN (((2,3-dihydrobenzofuran-7-yl)methyl)amine). Starting materials: ClCCl, CC(=O)Oc1ccccc1, COc1cc(C(=O)N(C(C)C)C(C)C)ccc1OCCCCCOc1ccc(C=NN)cc1. Yields the product COc1cc(C(=O)N(C(C)C)C(C)C)ccc1OCCCCCOc1ccc(CN=NC(C)=O)cc1. As a reaction SMILES: [CH2:44]([Cl:45])[Cl:46].[CH3:34][C:35](=[O:36])[O:37][c:38]1[cH:39][cH:40][cH:41][cH:42][cH:43]1.[NH2:1][N:2]=[CH:3][c:4]1[cH:5][cH:6][c:7]([O:8][CH2:9][CH2:10][CH2:11][CH2:12][CH2:13][O:14][c:15]2[c:16]([O:30][CH3:31])[cH:17][c:18]([C:19](=[O:20])[N:21]([CH:22]([CH3:23])[CH3:24])[CH:25]([CH3:26])[CH3:27])[cH:28][cH:29]2)[cH:32][cH:33]1>>[N:1](=[N:2][CH2:3][c:4]1[cH:5][cH:6][c:7]([O:8][CH2:9][CH2:10][CH2:11][CH2:12][CH2:13][O:14][c:15]2[c:16]([O:30][CH3:31])[cH:17][c:18]([C:19](=[O:20])[N:21]([CH:22]([CH3:23])[CH3:24])[CH:25]([CH3:26])[CH3:27])[cH:28][cH:29]2)[cH:32][cH:33]1)[C:35]([CH3:34])=[O:36]. As a reaction SMILES: [NH2:1][C:2]1[N:7]=[C:6]([C:8]2[O:9][CH:10]=[CH:11][CH:12]=2)[C:5]([C:13]#[N:14])=[C:4](S(C)=O)[N:3]=1.Cl.Cl.[CH3:20][N:21]([CH3:30])[C:22]1[CH:29]=[CH:28][C:25]([CH2:26][NH2:27])=[CH:24][CH:23]=1.C1CCN2C(=NCCC2)CC1>COCCOC>[NH2:1][C:2]1[N:3]=[C:4]([NH:27][CH2:26][C:25]2[CH:28]=[CH:29][C:22]([N:21]([CH3:30])[CH3:20])=[CH:23][CH:24]=2)[C:5]([C:13]#[N:14])=[C:6]([C:8]2[O:9][CH:10]=[CH:11][CH:12]=2)[N:7]=1 |f:1.2.3|. The reactants are NC1=NC(=C(C(=N1)C=1OC=CC1)C#N)S(=O)C (2-amino-4-furan-2-yl-6-methanesulfinyl-pyrimidine-5-carbonitrile), Cl.Cl.CN(C1=CC=C(CN)C=C1)C (4-dimethylaminobenzylamine dihydrochloride), C1CCC2=NCCCN2CC1 (DBU). The solvent is COCCOC (DME). Procedure: From 2-amino-4-furan-2-yl-6-methanesulfinyl-pyrimidine-5-carbonitrile, 4-dimethylaminobenzylamine dihydrochloride and DBU in DME. ES-MS m/e (%): 335 (M+H+, 100). The product is NC1=NC(=C(C(=N1)NCC1=CC=C(C=C1)N(C)C)C#N)C=1OC=CC1 (2-Amino-4-(4-dimethylamino-benzylamino)-6-furan-2-yl-pyrimidine-5-carbonitrile). Starting materials: CC(C)CCC[C@@H](C)[C@H]1CC[C@H]2[C@@H]3CC=C4C[C@H](CC[C@]4(C)[C@H]3CC[C@]12C)O.S=C1C(C(=O)[O-])C=CC=C1 (5-Cholesten-3β-ol thionobenzoate), symdibromo-tetrachloroethane, 4-methoxy-4'-dimethylaminodiphenyltellurium dichloride, C([O-])([O-])=O.[K+].[K+] (potassium carbonate), petroleum ether-ethyl acetate. Run in C(Cl)(Cl)Cl (chloroform), petroleum ether. Product: CC(C)CCC[C@@H](C)[C@H]1CC[C@H]2[C@@H]3CC=C4C[C@H](CC[C@]4(C)[C@H]3CC[C@]12C)O.C(C1=CC=CC=C1)(=O)[O-] (5-cholesten-3β-ol benzoate). Isolated yield 84.5%. Reaction SMILES: [CH3:1][CH:2]([CH2:4][CH2:5][CH2:6][C@H:7]([C@@H:9]1[C@:26]2([CH3:27])[C@H:12]([C@H:13]3[C@H:23]([CH2:24][CH2:25]2)[C@:21]2([CH3:22])[C:16]([CH2:17][C@@H:18]([OH:28])[CH2:19][CH2:20]2)=[CH:15][CH2:14]3)[CH2:11][CH2:10]1)[CH3:8])[CH3:3].S=[C:30]1[CH:38]=[CH:37][CH:36]=[CH:35][CH:31]1[C:32]([O-:34])=[O:33].C(=O)([O-])[O-].[K+].[K+]>C(Cl)(Cl)Cl>[CH3:3][CH:2]([CH2:4][CH2:5][CH2:6][C@H:7]([C@@H:9]1[C@:26]2([CH3:27])[C@H:12]([C@H:13]3[C@H:23]([CH2:24][CH2:25]2)[C@:21]2([CH3:22])[C:16]([CH2:17][C@@H:18]([OH:28])[CH2:19][CH2:20]2)=[CH:15][CH2:14]3)[CH2:11][CH2:10]1)[CH3:8])[CH3:1].[C:32]([O-:34])(=[O:33])[C:31]1[CH:35]=[CH:36][CH:37]=[CH:38][CH:30]=1 |f:0.1,2.3.4,6.7|. Reported procedure: 5-Cholesten-3β-ol-thionobenzoate (100 mg, 0.198 mmol), symdibromo-tetrachloroethane (323 mg, 0.991 mmol), and 4-methoxy-4'-dimethylaminodiphenyltellurium dichloride (8.4 mg, 0.0198 mmole) were stirred in a two phase system of chloroform (2 ml) and aqueous potassium carbonate (2.5 ml, 20%) at room temperature for 4 h. T.l.c. (petroleum ether followed by petroleum ether-ethyl acetate 20:1) showed complete reaction. The two phases were separated, the aqueous phase extracted with chloroform (2×5 ml)... Starting materials: C(C)OC(=O)C=1C(=C2C(=NC1)N(N=C2)CC)O (1-Ethyl-4-hydroxy-1H-pyrazolo[3,4-b]pyridine-5-carboxylic acid ethyl ester), [OH-].[Na+] (NaOH). Run in O (water), CCO (EtOH). Yields the product C(C)N1N=CC=2C1=NC=C(C2O)C(=O)O (1-Ethyl-4-hydroxy-1H-pyrazolo[3,4-b]pyridine-5-carboxylic acid). As a reaction SMILES: C([O:3][C:4]([C:6]1[C:7]([OH:17])=[C:8]2[CH:14]=[N:13][N:12]([CH2:15][CH3:16])[C:9]2=[N:10][CH:11]=1)=[O:5])C.[OH-].[Na+]>CCO.O>[CH2:15]([N:12]1[C:9]2=[N:10][CH:11]=[C:6]([C:4]([OH:5])=[O:3])[C:7]([OH:17])=[C:8]2[CH:14]=[N:13]1)[CH3:16] |f:1.2|. Reported procedure: 1-Ethyl-4-hydroxy-1H-pyrazolo[3,4-b]pyridine-5-carboxylic acid ethyl ester (10.0 g, 42.6 mmol) was suspended in 50 mL EtOH. To this suspension was added 6 N NaOH (21.3 mL, 3 eq). The resulting light brown solution was heated at reflux for 3 hr before being diluted with 100 mL water. The aqueous solution was extracted with diethyl ether (50 mL×3) and the organic layer was discarded. The aqueous layer was acidified with 1 N HCl and a white precipitate formed. The title compound was collected by fi... Reaction SMILES: [CH3:1][C:2]1[CH:7]=[C:6]([N+:8]([O-:10])=[O:9])[CH:5]=[CH:4][C:3]=1[N:11]=[C:12]1[S:16][CH2:15][C:14]2([CH2:20][CH2:19][CH2:18][CH2:17]2)[NH:13]1.[OH-].[Na+].[CH:23]1(Br)[CH2:27][CH2:26][CH2:25][CH2:24]1.Cl>CN(C=O)C.O>[CH:23]1([N:13]2[C:14]3([CH2:17][CH2:18][CH2:19][CH2:20]3)[CH2:15][S:16][C:12]2=[N:11][C:3]2[CH:4]=[CH:5][C:6]([N+:8]([O-:10])=[O:9])=[CH:7][C:2]=2[CH3:1])[CH2:27][CH2:26][CH2:25][CH2:24]1 |f:1.2|. Run in CN(C)C=O (DMF), O (water). Procedure: A solution of 2-(2-methyl-4-nitrophenylimino)-3-thia-1-azaspiro[4.4]nonane (Method C2a; 33.2 g, 114 mmol) in DMF (1 L) was treated with NaOH (690 g, 17.3 mol) and cyclopentyl bromide (865 mL, 6.3 mol) and the resulting mixture was stirred at 20-40° C. for 18 h, then cooled to 4° C., and treated with water (1.5 L). A conc. HCl solution was added to adjust the pH to 0, and the mixture was extracted with EtOAc (80 mL). The organic phase was washed with a 1N HCl solution (1 L), dried (MgSO4) and con... Starting materials: CC1=C(C=CC(=C1)[N+](=O)[O-])N=C1NC2(CS1)CCCC2 (2-(2-methyl-4-nitrophenylimino)-3-thia-1-azaspiro[4.4]nonane), [OH-].[Na+] (NaOH), C1(CCCC1)Br (cyclopentyl bromide), Cl (HCl). Isolated yield 26.6%. Yields the product C1(CCCC1)N1C(SCC12CCCC2)=NC2=C(C=C(C=C2)[N+](=O)[O-])C (1-cyclopentyl-2-(2-methyl-4-nitrophenylimino)-3-thia-1-azaspiro[4.4]nonane). Run at temperature 30 celsius, time 18 hour. Reactants: S(O)(O)(=O)=O (Sulfuric acid), 1-(13,14-Oxidotetradecyl)-3,7-dimethylxanthine, [Mg] (magnesium), BrCCCCl (1-bromo-3-chloropropane), II (iodine), C(CCCCCCCCC=C)Br (10-undecenyl bromide). Reagents/catalysts: [Cu](I)I (copper iodide). Run in C1CCOC1 (THF), C1CCOC1 (THF), C1CCOC1 (THF). Conditions: time 30 minute. Product: C(CCCCCCCCCCCC=C)Cl (13-tetradecenyl chloride). Yield: 51.4%. RXN SMILES: [Mg].II.[CH2:4](Br)[CH2:5][CH2:6][CH2:7][CH2:8][CH2:9][CH2:10][CH2:11][CH2:12][CH:13]=[CH2:14].Br[CH2:17][CH2:18][CH2:19][Cl:20].S(=O)(=O)(O)O>C1COCC1.[Cu](I)I>[CH2:19]([Cl:20])[CH2:18][CH2:17][CH2:14][CH2:13][CH2:12][CH2:11][CH2:10][CH2:9][CH2:8][CH2:7][CH2:6][CH:5]=[CH2:4]. Procedure details: This example illustrates a synthesis of 1-(13,14-Oxidotetradecyl)-3,7-dimethylxanthine (inventive compound no. 3503). To a suspension of magnesium (1.86 g, 77.2 mmol) and a crystal of iodine in THF (20 mL) was added 10-undecenyl bromide (6.00 g, 25.8 mmol) in THF (14 mL) over 40 minutes and the reaction stirred for a further 30 minutes after the addition was complete. The solution was added via a canula over 50 minutes to a suspension of copper iodide (0.50 g, 2.58 mmol) and 1-bromo-3-chloroprop... Reactants: ClCCl, CN(C)S(=O)(=O)Oc1ccc(CO)cc1, O=S(Cl)Cl. Product: CN(C)S(=O)(=O)Oc1ccc(CCl)cc1. Reaction SMILES: [Cl:20][CH2:21][Cl:22].[OH:1][CH2:2][c:3]1[cH:4][cH:5][c:6]([O:9][S:10]([N:11]([CH3:12])[CH3:13])(=[O:14])=[O:15])[cH:7][cH:8]1.[S:16]([Cl:17])([Cl:18])=[O:19]>>[CH2:2]([c:3]1[cH:4][cH:5][c:6]([O:9][S:10]([N:11]([CH3:12])[CH3:13])(=[O:14])=[O:15])[cH:7][cH:8]1)[Cl:18].